This data is from the Open Reaction Database (ORD), a public repository of structured organic reaction records. The task is: describe an organic reaction: reactants, conditions, products, and yield As a reaction SMILES: [Br:23][CH2:24][CH2:25][c:26]1[n:27][n:28](-[c:38]2[cH:39][cH:40][c:41]([O:44][CH3:45])[cH:42][cH:43]2)[c:29](-[c:31]2[cH:32][cH:33][c:34]([CH3:37])[cH:35][cH:36]2)[cH:30]1.[CH3:1][O:2][C:3]([CH2:4][c:5]1[cH:6][n:7]([CH2:14][O:15][CH2:16][CH2:17][Si:18]([CH3:19])([CH3:20])[CH3:21])[c:8]2[cH:9][cH:10][cH:11][cH:12][c:13]12)=[O:22].[H-:46].[Na+:47].[O:48]=[CH:49][N:50]([CH3:51])[CH3:52]>>[CH3:1][O:2][C:3]([CH:4]([c:5]1[cH:6][n:7]([CH2:14][O:15][CH2:16][CH2:17][Si:18]([CH3:19])([CH3:20])[CH3:21])[c:8]2[cH:9][cH:10][cH:11][cH:12][c:13]12)[CH2:25][c:26]1[n:27][n:28](-[c:38]2[cH:39][cH:40][c:41]([O:44][CH3:45])[cH:42][cH:43]2)[c:29](-[c:31]2[cH:32][cH:33][c:34]([CH3:37])[cH:35][cH:36]2)[cH:30]1)=[O:22]. The product is COC(=O)C(Cc1cc(-c2ccc(C)cc2)n(-c2ccc(OC)cc2)n1)c1cn(COCC[Si](C)(C)C)c2ccccc12. Reactants: COc1ccc(-n2nc(CCBr)cc2-c2ccc(C)cc2)cc1, COC(=O)Cc1cn(COCC[Si](C)(C)C)c2ccccc12, [H-], [Na+], CN(C)C=O. Reactants: S(=O)(=O)(OC)OC (dimethyl sulphate), ClC1=NC=CC=C1C(=O)NC=1C(=NC=CC1)Cl (2-chloro-N-(2-chloro-3-pyridinyl)-3-pyridinecarboxamide), [OH-].[Na+] (sodium hydroxide), S(=O)(=O)(OC)OC (dimethyl sulfate), O (water). The reagents and catalysts are [Cl-].C(C1=CC=CC=C1)[N+](CC)(CC)CC (benzyltriethylammonium chloride). Solvent: C1(=CC=CC=C1)C (toluene), C1(=CC=CC=C1)C (toluene). Conditions: time 2 hour. Product: ClC1=NC=CC=C1C(=O)N(C)C=1C(=NC=CC1)Cl (2-Chloro-N-(2-chloro-3-pyridinyl)-N-methyl-3-pyridinecarboxamide). Reaction SMILES: [Cl:1][C:2]1[C:7]([C:8]([NH:10][C:11]2[C:12]([Cl:17])=[N:13][CH:14]=[CH:15][CH:16]=2)=[O:9])=[CH:6][CH:5]=[CH:4][N:3]=1.[OH-].[Na+].S(OC)(O[CH3:24])(=O)=O.O>[Cl-].C([N+](CC)(CC)CC)C1C=CC=CC=1.C1(C)C=CC=CC=1>[Cl:1][C:2]1[C:7]([C:8]([N:10]([C:11]2[C:12]([Cl:17])=[N:13][CH:14]=[CH:15][CH:16]=2)[CH3:24])=[O:9])=[CH:6][CH:5]=[CH:4][N:3]=1 |f:1.2,5.6|. Reported procedure: A four-necked round-bottomed flask, equipped with a mechanical stirrer, a dropping funnel, a thermometer and an efficient reflux condenser, was charged with 268.1 g (1.0 mol) of 2-chloro-N-(2-chloro-3-pyridinyl)-3-pyridinecarboxamide, 260 ml of 50% aqueous sodium hydroxide, 1500 ml of toluene and 8.0 g (0.0352 mol) of benzyltriethylammonium chloride. Stirring was begun and a solution of 134 ml (178.5 g, 1.415 mol) of dimethyl sulphate in 1 l of toluene was added dropwise over a period of about 3...